From a dataset of the Open Reaction Database (ORD), a public repository of structured organic reaction records. describe an organic reaction: reactants, conditions, products, and yield Reactants: CC(C)(C)c1cccc(C2(NC(=O)CCl)CCN(C(=O)OCc3ccccc3)CC2)c1, CCO, CC(=O)O, CCOC(C)=O, NC(N)=S. Product: CC(C)(C)c1cccc(C2(N)CCN(C(=O)OCc3ccccc3)CC2)c1. As a reaction SMILES: [CH2:1]([c:2]1[cH:3][cH:4][cH:5][cH:6][cH:7]1)[O:8][C:9](=[O:10])[N:11]1[CH2:12][CH2:13][C:14]([NH:17][C:18](=[O:19])[CH2:20][Cl:21])([c:22]2[cH:23][c:24]([C:28]([CH3:29])([CH3:30])[CH3:31])[cH:25][cH:26][cH:27]2)[CH2:15][CH2:16]1.[CH3:36][CH2:37][OH:38].[CH3:39][C:40](=[O:41])[OH:42].[CH3:43][CH2:44][O:45][C:46](=[O:47])[CH3:48].[NH2:32][C:33](=[S:34])[NH2:35]>>[CH2:1]([c:2]1[cH:3][cH:4][cH:5][cH:6][cH:7]1)[O:8][C:9](=[O:10])[N:11]1[CH2:12][CH2:13][C:14]([NH2:17])([c:22]2[cH:23][c:24]([C:28]([CH3:29])([CH3:30])[CH3:31])[cH:25][cH:26][cH:27]2)[CH2:15][CH2:16]1.